This data is from the Open Reaction Database (ORD), a public repository of structured organic reaction records. The task is: describe an organic reaction: reactants, conditions, products, and yield Starting materials: FC1=CC=C(C=C1)NC(C1=CC=C(C=C1)NC1=C2C3=C(C(NC2=NC=C1)=O)C=CC=C3)=O (N-(4-Fluorophenyl)-4-(6-oxo-5,6-dihydrobenzo[c][1,8]naphthyridin-1-ylamino)benzamide), NC1=CC=CC=C1 (aniline). The product is O=C1NC2=NC=CC(=C2C2=C1C=CC=C2)NC2=CC=C(C(=O)NC1=CC=CC=C1)C=C2 (4-(6-Oxo-5,6-dihydrobenzo[c][1,8]naphthyridin-1-ylamino)-N-phenylbenzamide). As a reaction SMILES: F[C:2]1[CH:7]=[CH:6][C:5]([NH:8][C:9](=[O:32])[C:10]2[CH:15]=[CH:14][C:13]([NH:16][C:17]3[CH:26]=[CH:25][N:24]=[C:23]4[C:18]=3[C:19]3[CH:31]=[CH:30][CH:29]=[CH:28][C:20]=3[C:21](=[O:27])[NH:22]4)=[CH:12][CH:11]=2)=[CH:4][CH:3]=1.NC1C=CC=CC=1>>[O:27]=[C:21]1[C:20]2[CH:28]=[CH:29][CH:30]=[CH:31][C:19]=2[C:18]2[C:23](=[N:24][CH:25]=[CH:26][C:17]=2[NH:16][C:13]2[CH:14]=[CH:15][C:10]([C:9]([NH:8][C:5]3[CH:4]=[CH:3][CH:2]=[CH:7][CH:6]=3)=[O:32])=[CH:11][CH:12]=2)[NH:22]1. Procedure details: The title compound was synthesized according to the procedure described for the preparation of Example 300 using the carboxylic acid intermediate from example 316 and aniline to provide 317. LC-MS (M+H=407, obsd.=407). Reactants: C1(CCCCCO1)=O (ε-caprolactone), C[C@H]1C(=O)O[C@H](C(=O)O1)C (l-lactide). The product is C[C@H]1C(=O)O[C@H](C(=O)O1)C.C1(OCCCO1)=O (l-lactide trimethylene Carbonate). RXN SMILES: [C:1]1(=[O:8])[O:7][CH2:6][CH2:5][CH2:4]CC1.[CH3:9][C@@H:10]1[O:17][C:15](=[O:16])[C@H:14]([CH3:18])[O:13][C:11]1=[O:12]>>[CH3:9][C@@H:10]1[O:17][C:15](=[O:16])[C@H:14]([CH3:18])[O:13][C:11]1=[O:12].[C:1]1(=[O:8])[O:7][CH2:6][CH2:5][CH2:4][O:12]1 |f:2.3|. Procedure: The copolymer is prepared as in Example 15, except substituting trimethylene carbonate for ε-caprolactone, while maintaining an identical l-lactide mole fraction in the initial charge. The anticipated inherent viscosity is about 1.51 dl/g. The reactants are [BH-](OC(=O)C)(OC(=O)C)OC(=O)C.[Na+] (NaBH(OAc)3), COC1=CC=C(C=N1)C1=CCC(CC1)=O (4-(6-Methoxy-pyridin-3-yl)-cyclohex-3-enone), Cl.N1CC(C1)NC(=O)CNC(C1=CC(=CC=C1)C(F)(F)F)=O (N-(azetidin-3-ylcarbamoylmethyl)-3-trifluoromethyl-benzamide HCl salt), TEA. Run in C(Cl)Cl (DCM). Yields the product COC1=CC=C(C=N1)C1=CCC(CC1)N1CC(C1)NC(=O)CNC(C1=CC(=CC=C1)C(F)(F)F)=O (N-({1-[4-(6-Methoxy-pyridin-3-yl)-cyclohex-3-enyl]-azetidin-3-ylcarbamoyl}-methyl)-3-trifluoromethyl-benzamide). Reaction SMILES: [CH3:1][O:2][C:3]1[N:8]=[CH:7][C:6]([C:9]2[CH2:14][CH2:13][C:12](=O)[CH2:11][CH:10]=2)=[CH:5][CH:4]=1.Cl.[NH:17]1[CH2:20][CH:19]([NH:21][C:22]([CH2:24][NH:25][C:26](=[O:37])[C:27]2[CH:32]=[CH:31][CH:30]=[C:29]([C:33]([F:36])([F:35])[F:34])[CH:28]=2)=[O:23])[CH2:18]1.[BH-](OC(C)=O)(OC(C)=O)OC(C)=O.[Na+]>C(Cl)Cl>[CH3:1][O:2][C:3]1[N:8]=[CH:7][C:6]([C:9]2[CH2:14][CH2:13][CH:12]([N:17]3[CH2:20][CH:19]([NH:21][C:22]([CH2:24][NH:25][C:26](=[O:37])[C:27]4[CH:32]=[CH:31][CH:30]=[C:29]([C:33]([F:36])([F:34])[F:35])[CH:28]=4)=[O:23])[CH2:18]3)[CH2:11][CH:10]=2)=[CH:5][CH:4]=1 |f:1.2,3.4|. Procedure details: 4-(6-Methoxy-pyridin-3-yl)-cyclohex-3-enone (as prepared in Step C, 1.02 g, 5.02 mmol) and N-(azetidin-3-ylcarbamoylmethyl)-3-trifluoromethyl-benzamide HCl salt (as prepared in the previous step, 2.54 g, 7.53 mmol) in DCM (15 mL) was treated with TEA (2.80 mL, 20 mmol) for 10 min followed by NaBH(OAc)3 (Aldrich, 3.20 g, 15 mmol) for another 4 hours at room temperature. The reaction was quenched with saturated sodium bicarbonate. The organic layer was separated and the aqueous layer was extracted... Yields the product CC(C)c1cccc(C(C)C)c1NC(=O)N(Cc1ccc(N(C)C)cc1)c1ccc(N(C)C)cc1. Reactants: CN(C)c1ccc(CNc2ccc(N(C)C)cc2)cc1, CC(C)c1cccc(C(C)C)c1N=C=O. Reaction SMILES: [CH3:1][N:2]([c:3]1[cH:4][cH:5][c:6]([NH:9][CH2:10][c:11]2[cH:12][cH:13][c:14]([N:17]([CH3:18])[CH3:19])[cH:15][cH:16]2)[cH:7][cH:8]1)[CH3:20].[CH:21]([CH3:22])([CH3:23])[c:24]1[c:25]([N:33]=[C:34]=[O:35])[c:26]([CH:30]([CH3:31])[CH3:32])[cH:27][cH:28][cH:29]1>>[CH3:1][N:2]([c:3]1[cH:4][cH:5][c:6]([N:9]([CH2:10][c:11]2[cH:12][cH:13][c:14]([N:17]([CH3:18])[CH3:19])[cH:15][cH:16]2)[C:34]([NH:33][c:25]2[c:24]([CH:21]([CH3:22])[CH3:23])[cH:29][cH:28][cH:27][c:26]2[CH:30]([CH3:31])[CH3:32])=[O:35])[cH:7][cH:8]1)[CH3:20]. The yield is 34.3%. Procedure: DIPEA (0.83 mL, 4.75 mmol) was added to a solution of 7-chloro-5-{[(1S)-1-phenylethyl]thio}[1,3]thiazolo[4,5-d]pyrimidin-2-amine (0.49 g, 1.52 mmol) and (2R)-2-amino-4-fluoro-4-methylpentan-1-ol (2 mmol) in NMP (2 mL) and the reaction mixture was stirred at 120° C. for 22 h. HPLC purification provided the title compound (0.22 g, 17% yield). RXN SMILES: CCN(C(C)C)C(C)C.Cl[C:11]1[C:12]2[S:28][C:27]([NH2:29])=[N:26][C:13]=2[N:14]=[C:15]([S:17][C@H:18]([C:20]2[CH:25]=[CH:24][CH:23]=[CH:22][CH:21]=2)[CH3:19])[N:16]=1.[NH2:30][C@H:31]([CH2:34][C:35]([F:38])([CH3:37])[CH3:36])[CH2:32][OH:33]>CN1C(=O)CCC1>[NH2:29][C:27]1[S:28][C:12]2[C:11]([NH:30][C@H:31]([CH2:34][C:35]([F:38])([CH3:37])[CH3:36])[CH2:32][OH:33])=[N:16][C:15]([S:17][C@H:18]([C:20]3[CH:25]=[CH:24][CH:23]=[CH:22][CH:21]=3)[CH3:19])=[N:14][C:13]=2[N:26]=1. Reactants: CCN(C(C)C)C(C)C (DIPEA), ClC=1C2=C(N=C(N1)S[C@@H](C)C1=CC=CC=C1)N=C(S2)N (7-chloro-5-{[(1S)-1-phenylethyl]thio}[1,3]thiazolo[4,5-d]pyrimidin-2-amine), N[C@@H](CO)CC(C)(C)F ((2R)-2-amino-4-fluoro-4-methylpentan-1-ol). Yields the product NC=1SC2=C(N=C(N=C2N[C@@H](CO)CC(C)(C)F)S[C@@H](C)C2=CC=CC=C2)N1 ((2R)-2-[(2-amino-5-{[(1S)-1-phenylethyl]thio}[1,3]thiazolo[4,5-d]pyrimidin-7-yl)amino]-4-fluoro-4-methylpentan-1-ol). Conditions: temperature 120 celsius, time 22 hour. Run in CN1CCCC1=O (NMP). Starting materials: C(C)OC(CNC1=CC(=C(C=C1)F)Cl)=O ((3-chloro-4-fluoro-phenylamino)-acetic acid ethyl ester), C=O (paraformaldehyde), C(=C)S(=O)(=O)C1=C(C=CC=C1)C(F)(F)F (1-ethenesulfonyl-2-trifluoromethyl-benzene). Product: C(C)OC(=O)C1N(CC(C1)S(=O)(=O)C1=C(C=CC=C1)C(F)(F)F)C1=CC(=C(C=C1)F)Cl (1-(3-Chloro-4-fluoro-phenyl)-4-(2-trifluoromethyl-benzenesulfonyl)-pyrrolidine-2-carboxylic acid ethyl ester). Reaction SMILES: [CH2:1]([O:3][C:4](=[O:15])[CH2:5][NH:6][C:7]1[CH:12]=[CH:11][C:10]([F:13])=[C:9]([Cl:14])[CH:8]=1)[CH3:2].[CH2:16]=O.[CH:18]([S:20]([C:23]1[CH:28]=[CH:27][CH:26]=[CH:25][C:24]=1[C:29]([F:32])([F:31])[F:30])(=[O:22])=[O:21])=[CH2:19]>>[CH2:1]([O:3][C:4]([CH:5]1[CH2:16][CH:18]([S:20]([C:23]2[CH:28]=[CH:27][CH:26]=[CH:25][C:24]=2[C:29]([F:30])([F:32])[F:31])(=[O:21])=[O:22])[CH2:19][N:6]1[C:7]1[CH:12]=[CH:11][C:10]([F:13])=[C:9]([Cl:14])[CH:8]=1)=[O:15])[CH3:2]. Procedure: In analogy to the procedure described in example 343d, (3-chloro-4-fluoro-phenylamino)-acetic acid ethyl ester (CAS Reg. No. 2344-98-1) was reacted with paraformaldehyde and 1-ethenesulfonyl-2-trifluoromethyl-benzene (example 243c) to give the title compound as off-white solid. Reaction SMILES: [C:1]([OH:9])(=O)[C:2]1[CH:7]=[CH:6][CH:5]=[CH:4][CH:3]=1.C1(NC2CCCCC2)CCCCC1.S(Cl)([Cl:25])=O>ClCCl>[C:1]([Cl:25])(=[O:9])[C:2]1[CH:7]=[CH:6][CH:5]=[CH:4][CH:3]=1. Reported procedure: 3.80 g (9 mmoles) of 4-[3-(1-adamantyl)-4)-methoxybenzolythio]benzoic acid, 40 ml of dichloromethane, 1.8 ml (9 mmoles) of dicyclohexylamine are introduced into a round bottomed flask and are stirred for one hour. To the solution thus produced, are added 720 82 l (9.9 mmoles) of thionyl chloride and this is stirred at ambient temperature for two hours. This is then evaporated to dryness, taken up in 500 ml of ethyl ether, followed by filtering the dicyclohexylammonium chloride and then by evapor... Yields the product C(C1=CC=CC=C1)(=O)Cl (benzoic acid chloride). Starting materials: C(C1=CC=CC=C1)(=O)O (benzoic acid), C1(CCCCC1)NC1CCCCC1 (dicyclohexylamine), 720, S(=O)(Cl)Cl (thionyl chloride). Solvent: ClCCl (dichloromethane). Reaction conditions: time 1 hour. The reactants are ClC1=CC(=C(C=C1F)C=1N=C(C2=C(N1)C=CS2)N2CCC(CC2)OCC(=O)OC(C)(C)C)F (tert-butyl ({1-[2-(4-chloro-2,5-difluorophenyl)thieno[3,2-d]pyrimidine-4-yl]piperidine-4-yl}oxy)acetate), Cl.CCOC(=O)C (HCl EtOAc). Solvent: CCO (EtOH). Reaction conditions: time 18 hour. Yields the product Cl.ClC1=CC(=C(C=C1F)C=1N=C(C2=C(N1)C=CS2)N2CCC(CC2)OCC(=O)OCC)F (ethyl ({1-[2-(4-chloro-2,5-difluorophenyl)thieno[3,2-d]pyrimidine-4-yl]piperidine-4-yl}oxy)acetate hydrochloride). The yield is 157.1%. RXN SMILES: [Cl:1][C:2]1[C:7]([F:8])=[CH:6][C:5]([C:9]2[N:10]=[C:11]([N:18]3[CH2:23][CH2:22][CH:21]([O:24][CH2:25][C:26]([O:28][C:29](C)(C)[CH3:30])=[O:27])[CH2:20][CH2:19]3)[C:12]3[S:17][CH:16]=[CH:15][C:13]=3[N:14]=2)=[C:4]([F:33])[CH:3]=1.Cl.CCOC(C)=O>CCO>[ClH:1].[Cl:1][C:2]1[C:7]([F:8])=[CH:6][C:5]([C:9]2[N:10]=[C:11]([N:18]3[CH2:19][CH2:20][CH:21]([O:24][CH2:25][C:26]([O:28][CH2:29][CH3:30])=[O:27])[CH2:22][CH2:23]3)[C:12]3[S:17][CH:16]=[CH:15][C:13]=3[N:14]=2)=[C:4]([F:33])[CH:3]=1 |f:1.2,4.5|. Procedure: A mixture of 1.07 g of tert-butyl ({1-[2-(4-chloro-2,5-difluorophenyl)thieno[3,2-d]pyrimidine-4-yl]piperidine-4-yl}oxy)acetate, 20 ml of 4M HCl-EtOAc solution and 20 ml of EtOH was stirred for 18 hours at room temperature. The reaction mixture was concentrated under reduced pressure and the obtained residue was recrystallized from EtOH-ether to give 855 mg of ethyl ({1-[2-(4-chloro-2,5-difluorophenyl)thieno[3,2-d]pyrimidine-4-yl]piperidine-4-yl}oxy)acetate hydrochloride.